Dataset: the Open Reaction Database (ORD), a public repository of structured organic reaction records. Task: describe an organic reaction: reactants, conditions, products, and yield Reactants: COC(=O)C(=CC1=C(Cl)CCC1)NC(=O)c1ccccc1, CO, [H][H]. RXN SMILES: [CH3:1][O:2][C:3]([C:4](=[CH:5][C:6]1=[C:7]([Cl:11])[CH2:8][CH2:9][CH2:10]1)[NH:12][C:13]([c:14]1[cH:15][cH:16][cH:17][cH:18][cH:19]1)=[O:20])=[O:21].[CH3:24][OH:25].[H:22][H:23]>>[CH3:1][O:2][C:3]([CH:4]([CH2:5][C:6]1=[C:7]([Cl:11])[CH2:8][CH2:9][CH2:10]1)[NH:12][C:13]([c:14]1[cH:15][cH:16][cH:17][cH:18][cH:19]1)=[O:20])=[O:21]. Yields the product COC(=O)C(CC1=C(Cl)CCC1)NC(=O)c1ccccc1. The reactants are CS(=O)(=O)NC1=CC=C(C(=O)CC(=O)OCC)C=C1 (ethyl 4-methanesulfonamidobenzoylacetate), Cl.NO (hydroxylamine hydrochloride), CO (methanol), C(C)(=O)[O-] (acetate). The solvent is O (water). The product is CS(=O)(=O)NC1=CC=C(C=C1)C1=NOC(C1)=O (3-(4-methanesulfonamidophenyl)isoxazolin-5-one). Reaction SMILES: [CH3:1][S:2]([NH:5][C:6]1[CH:19]=[CH:18][C:9]([C:10]([CH2:12][C:13]([O:15]CC)=[O:14])=O)=[CH:8][CH:7]=1)(=[O:4])=[O:3].Cl.[NH2:21]O.CO.C([O-])(=O)C>O>[CH3:1][S:2]([NH:5][C:6]1[CH:19]=[CH:18][C:9]([C:10]2[CH2:12][C:13](=[O:14])[O:15][N:21]=2)=[CH:8][CH:7]=1)(=[O:4])=[O:3] |f:1.2|. Procedure details: To a mixture 23.0 g of ethyl 4-methanesulfonamidobenzoylacetate, 5.8 g of hydroxylamine hydrochloride, and 35 ml of methanol, 8.2 g of pottasium acetate was added, and the mixture was refluxed for 30 minutes while being heated. The reaction mixture was poured into 210 ml of water, and the precipitated crystals were collected by filtering and dried, thereby obtaining 1.39 of 3-(4-methanesulfonamidophenyl)isoxazolin-5-one. Starting materials: [Al+3], ClC(Cl)Cl, [Cl-], [Cl-], [Cl-], ClCCCl, Cl, O=S(Cl)Cl, CC(C)C(CCCC(=O)O)c1ccccc1. The product is CC(C)C1CCCC(=O)c2ccccc21. Reaction SMILES: [Al+3:22].[CH:26]([Cl:27])([Cl:28])[Cl:29].[Cl-:21].[Cl-:23].[Cl-:24].[Cl:30][CH2:31][CH2:32][Cl:33].[ClH:25].[S:1]([Cl:2])([Cl:3])=[O:4].[c:5]1([CH:11]([CH2:12][CH2:13][CH2:14][C:15](=[O:16])[OH:17])[CH:18]([CH3:19])[CH3:20])[cH:6][cH:7][cH:8][cH:9][cH:10]1>>[c:5]12[cH:6][cH:7][cH:8][cH:9][c:10]1[C:15](=[O:17])[CH2:14][CH2:13][CH2:12][CH:11]2[CH:18]([CH3:19])[CH3:20].